From a dataset of the Open Reaction Database (ORD), a public repository of structured organic reaction records. describe an organic reaction: reactants, conditions, products, and yield Reaction SMILES: [C:1]([O:2][C:3](=[O:4])[NH:8][c:9]1[cH:10][c:11]([Cl:34])[c:12]([CH2:13][NH:14][C:15]([c:16]2[c:17]([NH:25][CH:26]3[CH2:27][CH2:28][CH2:29][CH2:30]3)[cH:18][cH:19][c:20]([N+:22](=[O:23])[O-:24])[cH:21]2)=[O:31])[cH:32][cH:33]1)([CH3:5])([CH3:6])[CH3:7].[CH3:35][CH2:36][O:37][C:38](=[O:39])[CH3:40]>>[NH2:8][c:9]1[cH:10][c:11]([Cl:34])[c:12]([CH2:13][NH:14][C:15]([c:16]2[c:17]([NH:25][CH:26]3[CH2:27][CH2:28][CH2:29][CH2:30]3)[cH:18][cH:19][c:20]([N+:22](=[O:23])[O-:24])[cH:21]2)=[O:31])[cH:32][cH:33]1. Starting materials: CC(C)(C)OC(=O)Nc1ccc(CNC(=O)c2cc([N+](=O)[O-])ccc2NC2CCCC2)c(Cl)c1, CCOC(C)=O. Yields the product Nc1ccc(CNC(=O)c2cc([N+](=O)[O-])ccc2NC2CCCC2)c(Cl)c1. The reactants are O=c1nc(CO)[nH]cc1OCc1ccccc1, CI, CO, [Cl-], ClCCl, [Na+], [Na+], [Na+], O=C([O-])[O-]. Product: Cn1c(CO)ncc(OCc2ccccc2)c1=O. As a reaction SMILES: [CH2:1]([c:2]1[cH:3][cH:4][cH:5][cH:6][cH:7]1)[O:8][c:9]1[c:10](=[O:17])[n:11][c:12]([CH2:15][OH:16])[nH:13][cH:14]1.[CH3:24][I:25].[CH3:28][OH:29].[Cl-:27].[Cl:30][CH2:31][Cl:32].[Na+:18].[Na+:19].[Na+:26].[O-:20][C:21](=[O:22])[O-:23]>>[CH2:1]([c:2]1[cH:3][cH:4][cH:5][cH:6][cH:7]1)[O:8][c:9]1[c:10](=[O:17])[n:11]([CH3:21])[c:12]([CH2:15][OH:16])[n:13][cH:14]1. Starting materials: C(O)([O-])=O.[Na+] (sodium hydrogencarbonate), C1(CCCCCCC1)C1=C(C=CC=C1)N1CCNCC1 (1-(2-cyclooctylphenyl)piperazine), C(C(C)C)=O (isobutyraldehyde), C(C)(=O)O[BH-](OC(C)=O)OC(C)=O.[Na+] (sodium triacetoxyborohydride), C(C)(=O)O (acetic acid). Solvent: O1CCCC1 (tetrahydrofuran), C(C)(=O)OCC (ethyl acetate). Run at time 10 minute. Product: C1(CCCCCCC1)C1=C(C=CC=C1)N1CCN(CC1)CC(C)C (1-(2-cyclooctylphenyl)-4-isobutylpiperazine). Isolated yield 50.9%. Reaction SMILES: [CH:1]1([C:9]2[CH:14]=[CH:13][CH:12]=[CH:11][C:10]=2[N:15]2[CH2:20][CH2:19][NH:18][CH2:17][CH2:16]2)[CH2:8][CH2:7][CH2:6][CH2:5][CH2:4][CH2:3][CH2:2]1.[CH:21](=O)[CH:22]([CH3:24])[CH3:23].C(O[BH-](OC(=O)C)OC(=O)C)(=O)C.[Na+].C(O)(=O)C.C(=O)([O-])O.[Na+]>O1CCCC1.C(OCC)(=O)C>[CH:1]1([C:9]2[CH:14]=[CH:13][CH:12]=[CH:11][C:10]=2[N:15]2[CH2:16][CH2:17][N:18]([CH2:21][CH:22]([CH3:24])[CH3:23])[CH2:19][CH2:20]2)[CH2:2][CH2:3][CH2:4][CH2:5][CH2:6][CH2:7][CH2:8]1 |f:2.3,5.6|. Reported procedure: To a solution of the 1-(2-cyclooctylphenyl)piperazine (7 mg, 0.0257 mmol) produced in Example (46d) in tetrahydrofuran (1 mL) were added isobutyraldehyde (2.4 mg, 0.0334 mmol), sodium triacetoxyborohydride (7.1 mg, 0.0334 mmol) and acetic acid (0.0028 mL, 0.0448 mmol), followed by stirring for 17 hours and 10 minutes at room temperature. Saturated aqueous solution of sodium hydrogencarbonate was added to the reaction mixture and extraction was performed three times with ethyl acetate. The organi... Reactants: C(=O)(O)[O-].[Na+] (NaHCO3), [N+](=O)([O-])C=1C=C2C(=C(C=NC2=CC1)C#N)NC1=CC(=CC=C1)C(F)(F)F (6-nitro-4-(3-trifluoromethylphenylamino)quinoline-3-carbonitrile), O.O.Cl[Sn]Cl (SnCl2.2H2O), Ice water. Solvent: CCO (EtOH). Reaction conditions: time 2 hour. Product: NC=1C=C2C(=C(C=NC2=CC1)C#N)NC1=CC(=CC=C1)C(F)(F)F (6-amino-4-(3-trifluoromethylphenylamino)quinoline-3-carbonitrile). Yield: 88.3%. Reaction SMILES: [N+:1]([C:4]1[CH:5]=[C:6]2[C:11](=[CH:12][CH:13]=1)[N:10]=[CH:9][C:8]([C:14]#[N:15])=[C:7]2[NH:16][C:17]1[CH:22]=[CH:21][CH:20]=[C:19]([C:23]([F:26])([F:25])[F:24])[CH:18]=1)([O-])=O.O.O.Cl[Sn]Cl.C([O-])(O)=O.[Na+]>CCO>[NH2:1][C:4]1[CH:5]=[C:6]2[C:11](=[CH:12][CH:13]=1)[N:10]=[CH:9][C:8]([C:14]#[N:15])=[C:7]2[NH:16][C:17]1[CH:22]=[CH:21][CH:20]=[C:19]([C:23]([F:26])([F:24])[F:25])[CH:18]=1 |f:1.2.3,4.5|. Reported procedure: A mixture of 6.0 g (16.8 mmol) of 6-nitro-4-(3-trifluoromethylphenylamino)quinoline-3-carbonitrile and 18.9 g (83.8 mmol) of SnCl2.2H2O in 240 mL of EtOH was refluxed under N2 for 1 hr. Ice water was added followed by NaHCO3 to pH 8. The mixture was stirred for 2 hr and then extracted with CHCl3. Darco was added and the extracts were filtered through anhyd MgSO4 and evaporated. The residue was filtered through silica gel with 10% MeOH in CHCl3. Solvent evaporation and drying in vacuo (40° C.) ga... Starting materials: H+, ClC1=NC=CC=C1 (2-chloropyridine), N1CC(C1)NC(OC(C)(C)C)=O (tert-butyl azetidin-3-ylcarbamate), ClC=1C(=NC=C(C1)C(F)(F)F)N1CC(C1)NC(OC(C)(C)C)=O (tert-butyl {1-[3-chloro-5-(trifluoromethyl)pyridin-2-yl]azetidin-3-yl}carbamate). Yields the product N1=C(C=CC=C1)N1CC(C1)NC(OC(C)(C)C)=O (tert-Butyl (1-pyridin-2-ylazetidin-3-yl)carbamate). As a reaction SMILES: ClC1C=CC=CN=1.N1CC(NC(=O)OC(C)(C)C)C1.Cl[C:21]1[C:22]([N:31]2[CH2:34][CH:33]([NH:35][C:36](=[O:42])[O:37][C:38]([CH3:41])([CH3:40])[CH3:39])[CH2:32]2)=[N:23][CH:24]=[C:25](C(F)(F)F)[CH:26]=1>>[N:23]1[CH:24]=[CH:25][CH:26]=[CH:21][C:22]=1[N:31]1[CH2:34][CH:33]([NH:35][C:36](=[O:42])[O:37][C:38]([CH3:40])([CH3:39])[CH3:41])[CH2:32]1. Procedure: The title compound was prepared from 2-chloropyridine and tert-butyl azetidin-3-ylcarbamate in a similar manner as described for tert-butyl {1-[3-chloro-5-(trifluoromethyl)pyridin-2-yl]azetidin-3-yl}carbamate. 1H NMR (500 MHz CDCl3): δ 1.46 (s, 9H), 3.76-3.80 (m, 2H), 4.31-4.35 (m, 2H), 4.63 (bs, 1H), 5.10 (bs, 1H), 6.29 (d, 1H), 6.61-6.64 (m, 1H), 7.43-7.47 (m, 1H), 8.14-8.16 (m, 1H); 13C NMR (125 MHz CDCl3): δ 28.58, 41.79, 58.58, 80.22, 106.36, 113.48, 137.37, 148.42, 155.24, 160.66; Mass Spe... As a reaction SMILES: Cl[CH:2]([C:7]1[CH:8]=[N:9][C:10]([C:13]([CH3:16])([CH3:15])[CH3:14])=[N:11][CH:12]=1)[C:3]([CH3:6])([CH3:5])[CH3:4].[C-:17]#[N:18].[Na+].C(=O)(O)[O-].[Na+].ClCCl>CS(C)=O.C(OCC)(=O)C>[CH3:4][C:3]([CH3:6])([CH3:5])[CH:2]([C:7]1[CH:8]=[N:9][C:10]([C:13]([CH3:16])([CH3:15])[CH3:14])=[N:11][CH:12]=1)[C:17]#[N:18] |f:1.2,3.4|. The reactants are ClCCl (dichloromethane), ClC(C(C)(C)C)C=1C=NC(=NC1)C(C)(C)C (1-chloro-2,2-dimethyl-1-[2-(1,1-dimethylethyl)pyrimidin-5-yl]propane), [C-]#N.[Na+] (sodium cyanide), C([O-])(O)=O.[Na+] (sodium bicarbonate), ClCCl (dichloromethane). Procedure details: A solution of 1-chloro-2,2-dimethyl-1-[2-(1,1-dimethylethyl)pyrimidin-5-yl]propane (5.08 g) and sodium cyanide (2.07 g) in dry dimethylsulphoxide (50 cm3) was heated to 60° C., under an atmosphere of dry nitrogen for a period of 17 hours. After cooling to the ambient temperature, the solution was poured into aqueous sodium bicarbonate solution and extracted with diethyl ether, washed with brine, dried over anhydrous magnesium sulphate, and concentrated by evaporation of the solvent under reduced... The yield is 155.7%. Yields the product CC(C(C#N)C=1C=NC(=NC1)C(C)(C)C)(C)C (3,3-dimethyl-2-[2-(1,1-dimethylethyl)pyrimidin-5-yl]butyronitrile). Solvent: C(C)(=O)OCC (ethyl acetate), CS(=O)C (dimethylsulphoxide). Starting materials: ClS(=O)(=O)O (Chlorosulfonic acid), BrC=1C=CC2=C(OC3=C2C=CC=C3)C1 (3-bromo-dibenzofuran), solid, P(Cl)(Cl)(Cl)(Cl)Cl (phosphorous pentachloride). Solvent: C(Cl)(Cl)Cl (chloroform). Conditions: temperature 0 celsius, time 5 hour. The product is BrC1=CC2=C(C3=C(O2)C=CC(=C3)S(=O)(=O)Cl)C=C1 (7-Bromo-dibenzofuran-2-sulfonyl chloride). RXN SMILES: [Cl:1][S:2]([OH:5])(=O)=[O:3].[Br:6][C:7]1[CH:8]=[CH:9][C:10]2[C:14]3[CH:15]=[CH:16][CH:17]=[CH:18][C:13]=3[O:12][C:11]=2[CH:19]=1.P(Cl)(Cl)(Cl)(Cl)Cl>C(Cl)(Cl)Cl>[Br:6][C:7]1[CH:8]=[CH:9][C:10]2[C:14]3[CH:15]=[C:16]([S:2]([Cl:1])(=[O:5])=[O:3])[CH:17]=[CH:18][C:13]=3[O:12][C:11]=2[CH:19]=1. Procedure: Chlorosulfonic acid (3.75 mL, 56 mmoles) was added dropwise to a solution of 3-bromo-dibenzofuran (9.21 g, 37.3 mmoles) in 150 mL of chloroform at room temperature. The reaction was stirred for 5 hours, cooled to 0° C., filtered, and washed the solid with cold dichloromethane. This solid (6.12 g, 18.7 mmoles) was mixed with phosphorous pentachloride (12.9 g, 61.7 mmoles) and the mixture was heated to 110° C. for 4 hours. The mixture was cooled to room temperature and quenched with ice water. Fil...